From a dataset of the Open Reaction Database (ORD), a public repository of structured organic reaction records. describe an organic reaction: reactants, conditions, products, and yield Starting materials: COc1c(C)cc(C)c2c1C(O)C1CCCCC21, ClC(Cl)Cl, O=S(Cl)Cl. Yields the product COc1c(C)cc(C)c2c1C=C1CCCCC12. As a reaction SMILES: [CH3:5][c:6]1[c:7]2[c:15]([c:16]([O:20][CH3:21])[c:17]([CH3:19])[cH:18]1)[CH:14]([OH:22])[CH:13]1[CH:8]2[CH2:9][CH2:10][CH2:11][CH2:12]1.[CH:23]([Cl:24])([Cl:25])[Cl:26].[S:1]([Cl:2])([Cl:3])=[O:4]>>[CH3:5][c:6]1[c:7]2[c:15]([c:16]([O:20][CH3:21])[c:17]([CH3:19])[cH:18]1)[CH:14]=[C:13]1[CH:8]2[CH2:9][CH2:10][CH2:11][CH2:12]1.